Dataset: the Open Reaction Database (ORD), a public repository of structured organic reaction records. Task: describe an organic reaction: reactants, conditions, products, and yield The reactants are CCOC(=O)COCC=CCN1C(=O)CCCC1COC(C)OCC, CCO, O, Cc1ccc(S(=O)(=O)O)cc1. Yields the product CCOC(=O)COCC=CCN1C(=O)CCCC1CO. As a reaction SMILES: [CH2:13]([CH3:14])[O:15][C:16]([CH2:17][O:18][CH2:19][CH:20]=[CH:21][CH2:22][N:23]1[CH:24]([CH2:30][O:31][CH:32]([O:33][CH2:34][CH3:35])[CH3:36])[CH2:25][CH2:26][CH2:27][C:28]1=[O:29])=[O:37].[CH3:38][CH2:39][OH:40].[OH2:1].[c:2]1([CH3:3])[cH:4][cH:5][c:6]([S:7]([OH:8])(=[O:9])=[O:10])[cH:11][cH:12]1>>[CH2:13]([CH3:14])[O:15][C:16]([CH2:17][O:18][CH2:19][CH:20]=[CH:21][CH2:22][N:23]1[CH:24]([CH2:30][OH:31])[CH2:25][CH2:26][CH2:27][C:28]1=[O:29])=[O:37]. Reactants: COC1=CC=C(C=C1)CC=1C(=NN(C1C)C1=CC=CC=C1)O[C@H]1[C@H](OC(C)=O)[C@@H](OC(C)=O)[C@H](OC(C)=O)[C@H](O1)COC(C)=O (4-[(4-methoxyphenyl)methyl]-5-methyl-1-phenyl-3-(2,3,4,6-tetra-O-acetyl-β-D-glucopyranosyloxy)-1H-pyrazole), C[O-].[Na+] (sodium methoxide). Run in CO (methanol). Conditions: time 1 hour. The product is [C@@H]1([C@H](O)[C@@H](O)[C@H](O)[C@H](O1)CO)OC1=NN(C(=C1CC1=CC=C(C=C1)OC)C)C1=CC=CC=C1 (3-(β-D-Glucopyranosyloxy)-4-[(4-methoxyphenyl)methyl]-5-methyl-1-phenyl-1H-pyrazole). Isolated yield 115.2%. Reaction SMILES: [CH3:1][O:2][C:3]1[CH:8]=[CH:7][C:6]([CH2:9][C:10]2[C:11]([O:22][C@@H:23]3[O:40][C@H:39]([CH2:41][O:42]C(=O)C)[C@@H:34]([O:35]C(=O)C)[C@H:29]([O:30]C(=O)C)[C@H:24]3[O:25]C(=O)C)=[N:12][N:13]([C:16]3[CH:21]=[CH:20][CH:19]=[CH:18][CH:17]=3)[C:14]=2[CH3:15])=[CH:5][CH:4]=1.C[O-].[Na+]>CO>[C@@H:23]1([O:22][C:11]2[C:10]([CH2:9][C:6]3[CH:7]=[CH:8][C:3]([O:2][CH3:1])=[CH:4][CH:5]=3)=[C:14]([CH3:15])[N:13]([C:16]3[CH:21]=[CH:20][CH:19]=[CH:18][CH:17]=3)[N:12]=2)[O:40][C@H:39]([CH2:41][OH:42])[C@@H:34]([OH:35])[C@H:29]([OH:30])[C@H:24]1[OH:25] |f:1.2|. Reported procedure: To a solution of 4-[(4-methoxyphenyl)methyl]-5-methyl-1-phenyl-3-(2,3,4,6-tetra-O-acetyl-β-D-glucopyranosyloxy)-1H-pyrazole(0.38 g) in methanol (5 mL) was added sodium methoxide (28% methanol solution, 0.12 mL), and the mixture was stirred at room temperature for 1 hour. The reaction mixture was concentrated under reduced pressure, and the residue was purified by column chromatography on silica gel (eluent: dichloromethane/methanol=10/1) to give the title compound (0.32 g).